From a dataset of the Open Reaction Database (ORD), a public repository of structured organic reaction records. describe an organic reaction: reactants, conditions, products, and yield The reactants are C1C=CCC2C(C3=CC=CC=C3C(C12)=O)=O (1,4,4a,9a-tetrahydro-anthraquinone), [H][H] (hydrogen). Reagents/catalysts: catalyst. Solvent: C1(=CC=CC=C1)C (toluene). Yields the product C1CCCC2C(C3=CC=CC=C3C(C12)=O)=O (1,2,3,4,4a,9a-hexahydro-9,10-anthracene-dione). The yield is 93.9%. As a reaction SMILES: [CH2:1]1[CH:14]2[CH:5]([C:6](=[O:16])[C:7]3[C:12]([C:13]2=[O:15])=[CH:11][CH:10]=[CH:9][CH:8]=3)[CH2:4][CH:3]=[CH:2]1.[H][H]>C1(C)C=CC=CC=1>[CH2:4]1[CH:5]2[CH:14]([C:13](=[O:15])[C:12]3[C:7]([C:6]2=[O:16])=[CH:8][CH:9]=[CH:10][CH:11]=3)[CH2:1][CH2:2][CH2:3]1. Procedure details: The operation is as in Example 1 except for using 424 g of 1,4,4a,9a-tetrahydro-anthraquinone, 2 liters of toluene and 4 g of catalyst. After two hours of reaction, hydrogen is no longer absorbed. 28.5 Grams of 1,2,3,4-tetrahydro9,10-anthracene-diol containing the catalyst are repeated by filtration and, after concentration of the solution, 402 g of 1,2,3,4,4a,9a-hexahydro-9,10-anthracene-dione are obtained. The reactants are CO, COCCOCOC(C(=O)OC)c1ccc(OCc2ccc(F)cc2)cc1, [Na+], C1CCOC1, [OH-]. Yields the product COCCOCOC(C(=O)O)c1ccc(OCc2ccc(F)cc2)cc1. As a reaction SMILES: [CH3:28][OH:29].[F:1][c:2]1[cH:3][cH:4][c:5]([CH2:6][O:7][c:8]2[cH:9][cH:10][c:11]([CH:14]([C:15](=[O:16])[O:17][CH3:18])[O:19][CH2:20][O:21][CH2:22][CH2:23][O:24][CH3:25])[cH:12][cH:13]2)[cH:26][cH:27]1.[Na+:36].[O:30]1[CH2:31][CH2:32][CH2:33][CH2:34]1.[OH-:35]>>[F:1][c:2]1[cH:3][cH:4][c:5]([CH2:6][O:7][c:8]2[cH:9][cH:10][c:11]([CH:14]([C:15](=[O:16])[OH:17])[O:19][CH2:20][O:21][CH2:22][CH2:23][O:24][CH3:25])[cH:12][cH:13]2)[cH:26][cH:27]1. Reaction SMILES: [CH3:13][O:14][C:15]([c:16]1[c:17]([C:18](=[O:19])[O:20][CH3:21])[cH:22][c:23]([O:26][c:27]2[c:28]([NH2:33])[cH:29][cH:30][cH:31][cH:32]2)[cH:24][cH:25]1)=[O:34].[CH3:35][C:36](=[O:37])[CH3:38].[N+:1](=[O:2])([O-:3])[c:4]1[cH:5][c:6]([C:7](=[O:8])[Cl:9])[cH:10][cH:11][cH:12]1>>[N+:1](=[O:2])([O-:3])[c:4]1[cH:5][c:6]([C:7](=[O:8])[NH:33][c:28]2[c:27]([O:26][c:23]3[cH:22][c:17]([C:18](=[O:19])[O:20][CH3:21])[c:16]([C:15]([O:14][CH3:13])=[O:34])[cH:25][cH:24]3)[cH:32][cH:31][cH:30][cH:29]2)[cH:10][cH:11][cH:12]1. The product is COC(=O)c1ccc(Oc2ccccc2NC(=O)c2cccc([N+](=O)[O-])c2)cc1C(=O)OC. Reactants: COC(=O)c1ccc(Oc2ccccc2N)cc1C(=O)OC, CC(C)=O, O=C(Cl)c1cccc([N+](=O)[O-])c1. The reactants are CO, CC(C)C1CN(Cc2ccccc2)CCN1C. Yields the product CC(C)C1CNCCN1C. As a reaction SMILES: [CH3:18][OH:19].[CH3:1][N:2]1[CH:3]([CH:15]([CH3:16])[CH3:17])[CH2:4][N:5]([CH2:8][c:9]2[cH:10][cH:11][cH:12][cH:13][cH:14]2)[CH2:6][CH2:7]1>>[CH3:1][N:2]1[CH:3]([CH:15]([CH3:16])[CH3:17])[CH2:4][NH:5][CH2:6][CH2:7]1. Starting materials: O(C1=CC=CC=C1)CC#N (phenoxyacetonitrile), C(=O)([O-])[O-].[K+].[K+] (K2CO3), Cl.NO (hydroxylamine hydrochloride). Solvent: CCO (EtOH), O (water). The product is ON=C(COC1=CC=CC=C1)N (N′-Hydroxy-2-phenoxyethanimidamide). As a reaction SMILES: [O:1]([CH2:8][C:9]#[N:10])[C:2]1[CH:7]=[CH:6][CH:5]=[CH:4][CH:3]=1.C([O-])([O-])=O.[K+].[K+].Cl.[NH2:18][OH:19]>CCO.O>[OH:19][N:18]=[C:9]([NH2:10])[CH2:8][O:1][C:2]1[CH:7]=[CH:6][CH:5]=[CH:4][CH:3]=1 |f:1.2.3,4.5|. Reported procedure: A mixture of 1 g of phenoxyacetonitrile, 2.4 g of K2CO3 and 1.2 g of hydroxylamine hydrochloride in 60 ml of EtOH and 10 ml of water is heated at reflux for 3 hours. The reaction mixture is concentrated under vacuum and the residue is taken up in water and extracted with AcOEt. The organic phase is extracted with 1N HCl solution, the aqueous phase is alkalified by adding 1N NaOH solution, extracted with AcOEt and dried over MgSO4, and the solvent is evaporated under vacuum. This gives 0.9 g of t... Starting materials: OCCCCCN1C(=O)C=2C=CC=3C=4C=CC=C5C=CC=C(C6=CC=C(C2C63)C1=O)C54 (N-(5-hydroxypentyl)perylene-3,4-dicarboximide), C(C(=C)C)(=O)Cl (methacryloyl chloride). Solvent: O1CCOCC1 (dioxane), N1=CC=CC=C1 (pyridine). Conditions: temperature 80 celsius, time 1.5 hour. Yields the product C(C(=C)C)(=O)OCCCCCN1C(=O)C=2C=CC=3C=4C=CC=C5C=CC=C(C6=CC=C(C2C63)C1=O)C54 (N-(5-Methacryloxypentyl)perylene-3,4-dicarboximide). Yield: 67.3%. As a reaction SMILES: [OH:1][CH2:2][CH2:3][CH2:4][CH2:5][CH2:6][N:7]1[C:29](=[O:30])[C:26]2[C:27]3[C:28]4[C:23](=[CH:24][CH:25]=2)[C:22]2[C:31]5[C:18]([CH:19]=[CH:20][CH:21]=2)=[CH:17][CH:16]=[CH:15][C:14]=5[C:13]=4[CH:12]=[CH:11][C:10]=3[C:8]1=[O:9].[C:32](Cl)(=[O:36])[C:33]([CH3:35])=[CH2:34]>N1C=CC=CC=1.O1CCOCC1>[C:32]([O:1][CH2:2][CH2:3][CH2:4][CH2:5][CH2:6][N:7]1[C:8](=[O:9])[C:10]2[C:27]3[C:28]4[C:13](=[CH:12][CH:11]=2)[C:14]2[C:31]5[C:18]([CH:17]=[CH:16][CH:15]=2)=[CH:19][CH:20]=[CH:21][C:22]=5[C:23]=4[CH:24]=[CH:25][C:26]=3[C:29]1=[O:30])(=[O:36])[C:33]([CH3:35])=[CH2:34]. Procedure: 2 g (5 mmol) of N-(5-hydroxypentyl)perylene-3,4-dicarboximide from Example 7, 1. were dissolved in 60 ml of pyridine under nitrogen, with heating at 80° C., and the solution was admixed dropwise at this temperature with a solution of 0.97 ml (10 mmol) of methacryloyl chloride in 30 ml of anhydrous dioxane. Stirring was continued at 80° C. for a further 1.5 h, the solvent was removed by distillation, the residue was taken up in 30 ml of chloroform, a filtration was conducted, the filtrate was adm... Reactants: CC(=O)O[BH-](OC(C)=O)OC(C)=O, CC(=O)O, C1COCCN1, COc1nnc2c(NC(C)C)nc3cc(C=O)ccc3n12, ClCCCl, [Na+]. Product: COc1nnc2c(NC(C)C)nc3cc(CN4CCOCC4)ccc3n12. RXN SMILES: [C:1]([O:2][BH-:3]([O:4][C:5](=[O:6])[CH3:7])[O:8][C:9](=[O:10])[CH3:11])(=[O:12])[CH3:13].[C:42]([OH:43])(=[O:44])[CH3:45].[CH2:15]1[CH2:16][O:17][CH2:18][CH2:19][NH:20]1.[CH:21]([CH3:22])([CH3:23])[NH:24][c:25]1[c:26]2[n:27]([c:28]3[cH:29][cH:30][c:31]([CH:35]=[O:36])[cH:32][c:33]3[n:34]1)[c:37]([O:40][CH3:41])[n:38][n:39]2.[Cl:46][CH2:47][CH2:48][Cl:49].[Na+:14]>>[CH2:15]1[CH2:16][O:17][CH2:18][CH2:19][N:20]1[CH2:35][c:31]1[cH:30][cH:29][c:28]2[n:27]3[c:26]([c:25]([NH:24][CH:21]([CH3:22])[CH3:23])[n:34][c:33]2[cH:32]1)[n:39][n:38][c:37]3[O:40][CH3:41]. The reactants are C(#N)[BH3-].[Na+] (Sodium cyanoborohydride), 30A, C1(=CC=CC=C1)CN1CC(C(C(C1)C(=O)OC)=O)C (1-phenylmethyl-3-methyl-5-methoxycarbonyl-4-piperidone), NC1=CC=CC=C1 (aniline), Cl (hydrochloric acid). The solvent is CO (methanol), CO (methanol). Run at time 3 day. Yields the product C1(=CC=CC=C1)CN1CC(C(C(C1)C(=O)OC)NC1=CC=CC=C1)C (1-phenylmethyl-3-methyl-5-methoxycarbonyl-4 -(N-phenylamino)piperidine). Yield: 62.5%. RXN SMILES: C([BH3-])#N.[Na+].[C:5]1([CH2:11][N:12]2[CH2:17][CH:16]([C:18]([O:20][CH3:21])=[O:19])[C:15](=O)[CH:14]([CH3:23])[CH2:13]2)[CH:10]=[CH:9][CH:8]=[CH:7][CH:6]=1.[NH2:24][C:25]1[CH:30]=[CH:29][CH:28]=[CH:27][CH:26]=1.Cl>CO>[C:5]1([CH2:11][N:12]2[CH2:17][CH:16]([C:18]([O:20][CH3:21])=[O:19])[CH:15]([NH:24][C:25]3[CH:30]=[CH:29][CH:28]=[CH:27][CH:26]=3)[CH:14]([CH3:23])[CH2:13]2)[CH:10]=[CH:9][CH:8]=[CH:7][CH:6]=1 |f:0.1|. Reported procedure: Sodium cyanoborohydride (0.69 g, 11 mmole) and 26 g of 30A molecular sieves were slowly added at room temperature to a stirred solution of 1-phenylmethyl-3-methyl-5-methoxycarbonyl-4-piperidone (5.04 g, 18.3 mmole) from Example 3 in 200 ml of methanol, 10.22 g (110 mmole) of aniline and 9.48 ml of 3.86N hydrochloric acid (36.6 mmole) in methanol. The reaction mixture was stirred at room temperature for 3 days, after which time the molecular sieves were filtered off and the solution was made acid... The reactants are C(CCCCC)OC1=CC=C(C=C1)C=CC1=CC=C(COCC(O[C@H]2OCCCC2)C2=CC=CC=C2)C=C1 ((R)-2-(2-{4-[2-(4-Hexyloxy-phenyl)-vinyl]-benzyloxy}-1-phenyl-ethoxy)-tetrahydro-pyran), Cl (Hydrochloric acid). Run in C(C)O (ethanol). Yields the product C1(=CC=CC=C1)[C@H](COCC1=CC=C(C=C1)\C=C\C1=CC=C(C=C1)OCCCCCC)O ((E)-(R)-4-(2-phenyl-2-hydroxyethyloxy)methyl 4′-hexyloxy stilbene). Reaction SMILES: [CH2:1]([O:7][C:8]1[CH:13]=[CH:12][C:11]([CH:14]=[CH:15][C:16]2[CH:38]=[CH:37][C:19]([CH2:20][O:21][CH2:22][CH:23]([C:31]3[CH:36]=[CH:35][CH:34]=[CH:33][CH:32]=3)[O:24][C@@H]3CCCCO3)=[CH:18][CH:17]=2)=[CH:10][CH:9]=1)[CH2:2][CH2:3][CH2:4][CH2:5][CH3:6].Cl>C(O)C>[C:31]1([C@@H:23]([OH:24])[CH2:22][O:21][CH2:20][C:19]2[CH:37]=[CH:38][C:16](/[CH:15]=[CH:14]/[C:11]3[CH:10]=[CH:9][C:8]([O:7][CH2:1][CH2:2][CH2:3][CH2:4][CH2:5][CH3:6])=[CH:13][CH:12]=3)=[CH:17][CH:18]=2)[CH:36]=[CH:35][CH:34]=[CH:33][CH:32]=1. Reported procedure: 1.4 g of (R)-2-(2-{4-[2-(4-Hexyloxy-phenyl)-vinyl]-benzyloxy}-1-phenyl-ethoxy)-tetrahydro-pyran (4) were dissolved in 30 ml of ethanol. Hydrochloric acid was added dropwise to obtain an acidic medium. Then the mixture was refluxed for 30 min. Upon cooling the product crystallized. The solid was filtered, washed with ethanol, and dried in a dessicator.